This data is from the Open Reaction Database (ORD), a public repository of structured organic reaction records. The task is: describe an organic reaction: reactants, conditions, products, and yield Starting materials: ClC(Cl)(OC(OC(Cl)(Cl)Cl)=O)Cl (triphosgene), C(O)([O-])=O.[Na+] (sodium hydrogencarbonate), COC=1C=C2C(=CC=NC2=CC1OC)OC1=CC(=C(N)C=C1C)C (4-[(6,7-Dimethoxy-4-quinolyl)oxy]-2,5-dimethyl-aniline), FC1=CC(=C(N)C=C1)C (4-fluoro-2-methylaniline). Run in C(C)N(CC)CC (triethylamine), ClCCl (dichloromethane), C(Cl)(Cl)Cl (chloroform). Run at time 30 minute. The product is COC=1C=C2C(=CC=NC2=CC1OC)OC1=CC(=C(C=C1C)NC(=O)NC1=C(C=C(C=C1)F)C)C (N-{4-[(6,7-Dimethoxy-4-quinolyl)oxy ]-2.5-dimethylphenyl}-N′-(4fluoro-2methylphenyl)urea). Yield: 74.0%. As a reaction SMILES: [CH3:1][O:2][C:3]1[CH:4]=[C:5]2[C:10](=[CH:11][C:12]=1[O:13][CH3:14])[N:9]=[CH:8][CH:7]=[C:6]2[O:15][C:16]1[C:22]([CH3:23])=[CH:21][C:19]([NH2:20])=[C:18]([CH3:24])[CH:17]=1.ClC(Cl)(O[C:29](=[O:35])OC(Cl)(Cl)Cl)Cl.[F:37][C:38]1[CH:44]=[CH:43][C:41]([NH2:42])=[C:40]([CH3:45])[CH:39]=1.C(=O)([O-])O.[Na+]>C(Cl)(Cl)Cl.C(N(CC)CC)C.ClCCl>[CH3:1][O:2][C:3]1[CH:4]=[C:5]2[C:10](=[CH:11][C:12]=1[O:13][CH3:14])[N:9]=[CH:8][CH:7]=[C:6]2[O:15][C:16]1[C:22]([CH3:23])=[CH:21][C:19]([NH:20][C:29]([NH:42][C:41]2[CH:43]=[CH:44][C:38]([F:37])=[CH:39][C:40]=2[CH3:45])=[O:35])=[C:18]([CH3:24])[CH:17]=1 |f:3.4|. Reported procedure: 4-[(6,7-Dimethoxy-4-quinolyl)oxy]-2,5-dimethyl-aniline (100 mg) was dissolved in chloroform (10 ml) and triethylamine (1 ml), and a solution of triphosgene (92 mg) in dichloromethane was then added to the solution. The mixture was stirred at room temperature for 30 min. Next, 4-fluoro-2-methylaniline (42 μl) was added to the reaction solution, and the mixture was stirred at room temperature overnight. A saturated aqueous sodium hydrogencarbonate solution was added to the reaction solution, and t... The reactants are Cl, N#C[N-]C#N, Nc1cc(Cl)cc(Cl)c1, [Na+], O. Yields the product N#CNC(=N)Nc1cc(Cl)cc(Cl)c1. As a reaction SMILES: [ClH:16].[N-:1]([C:2]#[N:3])[C:4]#[N:5].[NH2:7][c:8]1[cH:9][c:10]([Cl:11])[cH:12][c:13]([Cl:14])[cH:15]1.[Na+:6].[OH2:17]>>[NH:1]([C:2]#[N:3])[C:4](=[NH:5])[NH:7][c:8]1[cH:9][c:10]([Cl:11])[cH:12][c:13]([Cl:14])[cH:15]1. The reactants are C(C)OC(=O)C1(CC2=CC=CC=C2C1)NC(=O)C=1C(=NC=CC1)NCCC=C (2-{[2-(Allylmethyl-amino)-pyridine-3-carbonyl]-amino}-indan-2-carboxylic acid ethyl ester), O1CCOCC1 (1,4-dioxane), CO (MeOH), LiOH monohydrate, EtOAc heptanes. Solvent: O (water). Run at time 38 hour. Yields the product C(C=C)N(C1=NC=CC=C1C(=O)NC1(CC2=CC=CC=C2C1)C(=O)O)C (2-{[2-(Allyl-methyl-amino)-pyridine-3-carbonyl]-amino}-indan-2-carboxylic acid). Isolated yield 100.0%. RXN SMILES: C([O:3][C:4]([C:6]1([NH:15][C:16]([C:18]2[C:19]([NH:24][CH2:25][CH2:26][CH:27]=C)=[N:20][CH:21]=[CH:22][CH:23]=2)=[O:17])[CH2:14][C:13]2[C:8](=[CH:9][CH:10]=[CH:11][CH:12]=2)[CH2:7]1)=[O:5])C.O1CCOC[CH2:30]1.CO>O>[CH2:25]([N:24]([CH3:30])[C:19]1[C:18]([C:16]([NH:15][C:6]2([C:4]([OH:3])=[O:5])[CH2:7][C:8]3[C:13](=[CH:12][CH:11]=[CH:10][CH:9]=3)[CH2:14]2)=[O:17])=[CH:23][CH:22]=[CH:21][N:20]=1)[CH:26]=[CH2:27]. Reported procedure: A 100 mL round bottom flask which contains 2-{[2-(allyl-methyl-amino)-pyridine-3-carbonyl]-amino}-indan-2-carboxylic acid ethyl ester (339, 280 mg, 0.74 mmol) is charged with 1,4-dioxane (2 mL) and MeOH (2 mL). A stirring bar is added and stirring is initiated. After dissolution, water (1 mL) is added followed by the LiOH monohydrate (78 mg, 1.86 mmol). After 38 h, tlc analysis (silica, 50% EtOAc/heptanes) indicates that the starting material is completely consumed. Amberlyst highly acidic excha... Reactants: O=C1CC2(CCN(CC2)C(=O)OC(C)(C)C)OC=C1 (tert-butyl 8-oxo-11-oxa-3-azaspiro[5.5]undec-9-ene-3-carboxylate), C(=O)(C(F)(F)F)O (TFA). Run in C(Cl)Cl (CH2Cl2). Run at time 15 minute. The product is C1CNCCC12CC(C=CO2)=O (11-oxa-3-azaspiro[5.5]undec-9-en-8-one). Isolated yield 239.9%. RXN SMILES: [O:1]=[C:2]1[CH:19]=[CH:18][O:17][C:4]2([CH2:9][CH2:8][N:7](C(OC(C)(C)C)=O)[CH2:6][CH2:5]2)[CH2:3]1.C(O)(C(F)(F)F)=O>C(Cl)Cl>[CH2:9]1[C:4]2([O:17][CH:18]=[CH:19][C:2](=[O:1])[CH2:3]2)[CH2:5][CH2:6][NH:7][CH2:8]1. Procedure details: To a solution of tert-butyl 8-oxo-11-oxa-3-azaspiro[5.5]undec-9-ene-3-carboxylate (200 mg, 0.748 mmol) in CH2Cl2 (2.4 mL) was added TFA (0.6 mL, 7.8 mmol). The mixture was stirred at room temperature for 15 min. Solvent was removed. The crude material was evaporated again from toluene (2×) and dried under high vacuum overnight to provide 11-oxa-3-azaspiro[5.5]undec-9-en-8-one (300 mg). 1H NMR (400 MHz, CDCl3) δ 7.34 (d, J=6.1 Hz, 1H), 5.57 (d, J=6.1 Hz, 1H), 3.45 (d, J=11.7 Hz, 2H), 3.34 (dd, J=... Procedure: 1-Aminopyridinium chloride (104 parts) and -chlorobenzoyl chloride (150 parts) were heated in xylene (750 parts) at 140° C for 4 hours. The solid product was filtered off and recrystallised from n-butanol to give 1-(p-chlorobenzamido)pyridinium chloride (209 parts, 97% yeild), melting point 241° C. Starting materials: [Cl-].N[N+]1=CC=CC=C1 (1-Aminopyridinium chloride), ClC1=C(C(=O)Cl)C=CC=C1 (chlorobenzoyl chloride). The solvent is C=1(C(=CC=CC1)C)C (xylene). The yield is 97.0%. As a reaction SMILES: [Cl-:1].[NH2:2][N+:3]1[CH:8]=[CH:7][CH:6]=[CH:5][CH:4]=1.[Cl:9][C:10]1[CH:18]=[CH:17][CH:16]=[CH:15][C:11]=1[C:12](Cl)=[O:13]>C1(C)C(C)=CC=CC=1>[Cl-:9].[Cl:1][C:17]1[CH:16]=[CH:15][C:11]([C:12]([NH:2][N+:3]2[CH:8]=[CH:7][CH:6]=[CH:5][CH:4]=2)=[O:13])=[CH:10][CH:18]=1 |f:0.1,4.5|. Product: [Cl-].ClC1=CC=C(C(=O)N[N+]2=CC=CC=C2)C=C1 (1-(p-chlorobenzamido)pyridinium chloride). The reactants are CC=1NC(CSC1C1C=CN(C2=CC=C(C=C12)OC)C(=O)OCC(Cl)(Cl)Cl)=O (5-methyl-6-[1-(2,2,2-trichlorethoxycarbonyl)-6-methoxy-1,4-dihydro-4-quinolinyl]-2H-1,4-thiazin-3(4H)-one), [S] (sulfur), Example 3 ( ii ). Product: CC=1NC(CSC1C1=CC=NC2=CC=C(C=C12)OC)=O (5-methyl-6-(6-methoxy-4-quinolinyl)-2H-1,4-thiazin-3(4H)-one). The yield is 32.4%. Reaction SMILES: [CH3:1][C:2]1[NH:3][C:4](=[O:28])[CH2:5][S:6][C:7]=1[CH:8]1[C:17]2[C:12](=[CH:13][CH:14]=[C:15]([O:18][CH3:19])[CH:16]=2)[N:11](C(OCC(Cl)(Cl)Cl)=O)[CH:10]=[CH:9]1.[S]>>[CH3:1][C:2]1[NH:3][C:4](=[O:28])[CH2:5][S:6][C:7]=1[C:8]1[C:17]2[C:12](=[CH:13][CH:14]=[C:15]([O:18][CH3:19])[CH:16]=2)[N:11]=[CH:10][CH:9]=1 |^3:28|. Reported procedure: A mixture of 5-methyl-6-[1-(2,2,2-trichlorethoxycarbonyl)-6-methoxy-1,4-dihydro-4-quinolinyl]-2H-1,4-thiazin-3(4H)-one (0.6 g) and sulfur sublimed (0.3 g) was treated in the same manner as described in Example 3 (ii) to give the titled compound (0.12 g, yield 33%) as pale red crystals. Ethyl acetate was used as a developing eluant. Reactants: O (water), Cl.Cl.COC1=CC=C(C=C1)N1CCNCC1 (1-(4-methoxyphenyl)piperazine dihydrochloride), C([O-])([O-])=O.[K+].[K+] (potassium carbonate), ClCC1=CC=C(C=C1)NC(\C=C\C1=CC(=CC=C1)C1=CC=C(C=C1)C)=O ((E)-N-[4-(chloromethyl)-phenyl]-3-(4-methylphenyl)cinnamamide). Solvent: CN(C)C=O (DMF). Reaction conditions: time 14 hour. The product is COC1=CC=C(C=C1)N1CCN(CC1)CC1=CC=C(C=C1)NC(\C=C\C1=CC(=CC=C1)C1=CC=C(C=C1)C)=O ((E)-N-[4-[1-(4-methoxy-phenyl)-4-piperazinylmethyl]phenyl]-3-(4-methylphenyl)-cinnamamide). The yield is 78.3%. Reaction SMILES: Cl[CH2:2][C:3]1[CH:8]=[CH:7][C:6]([NH:9][C:10](=[O:26])/[CH:11]=[CH:12]/[C:13]2[CH:18]=[CH:17][CH:16]=[C:15]([C:19]3[CH:24]=[CH:23][C:22]([CH3:25])=[CH:21][CH:20]=3)[CH:14]=2)=[CH:5][CH:4]=1.Cl.Cl.[CH3:29][O:30][C:31]1[CH:36]=[CH:35][C:34]([N:37]2[CH2:42][CH2:41][NH:40][CH2:39][CH2:38]2)=[CH:33][CH:32]=1.C(=O)([O-])[O-].[K+].[K+].O>CN(C=O)C>[CH3:29][O:30][C:31]1[CH:32]=[CH:33][C:34]([N:37]2[CH2:42][CH2:41][N:40]([CH2:2][C:3]3[CH:8]=[CH:7][C:6]([NH:9][C:10](=[O:26])/[CH:11]=[CH:12]/[C:13]4[CH:18]=[CH:17][CH:16]=[C:15]([C:19]5[CH:24]=[CH:23][C:22]([CH3:25])=[CH:21][CH:20]=5)[CH:14]=4)=[CH:5][CH:4]=3)[CH2:39][CH2:38]2)=[CH:35][CH:36]=1 |f:1.2.3,4.5.6|. Procedure details: In DMF (3ml) was dissolved (E)-N-[4-(chloromethyl)-phenyl]-3-(4-methylphenyl)cinnamamide (200mg), and to the solution were added 1-(4-methoxyphenyl)piperazine dihydrochloride (190mg) and potassium carbonate (382mg). The mixture was stirred at room temperature for 14 hours, and to the mixture was added water (50ml). The mixture was extracted with ethyl acetate. The organic layer was washed with saturated sodium chloride solution, dried with anhydrous sodium sulfate, and concentrated under reduced... Reactants: S(=O)(Cl)Cl (thionyl chloride), [N+](=O)([O-])CCC(=O)O (β-nitropropanoic acid), C(C)O (Ethanol). Run in C(Cl)(Cl)Cl (chloroform). The product is [N+](=O)([O-])CCC(=O)OCC (ethyl β-nitropropanoate). As a reaction SMILES: [N+:1]([CH2:4][CH2:5][C:6]([OH:8])=[O:7])([O-:3])=[O:2].S(Cl)(Cl)=O.[CH2:13](O)[CH3:14]>C(Cl)(Cl)Cl>[N+:1]([CH2:4][CH2:5][C:6]([O:8][CH2:13][CH3:14])=[O:7])([O-:3])=[O:2]. Procedure details: A suspension of 116 g (0.97 mole) β-nitropropanoic acid (CAS number 504-88-1) in chloroform (1 l) is stirred and treated with 127.5 g (1.07 mole) thionyl chloride. A rapid evolution of gas takes place and the mixture is stirred one hour at room temperature. Ethanol (50 g, 1.07 mole) is added dropwise followed by rapid gas evolution. The mixture is stirred 72 hours, concentrated and distilled to yield ethyl β-nitropropanoate, bp 95°-105° C. at 15 mm. A solution of 182 g (1.84 mole) ethyl acrylate... The reactants are CCCC1CCC2CC(C3CCC4(CC3)OCCO4)CCC2C1, Cc1ccccc1, O=CO. The product is CCCC1CCC2CC(C3CCC(=O)CC3)CCC2C1. RXN SMILES: [CH2:8]([CH2:9][CH3:10])[CH:11]1[CH2:12][CH:13]2[CH2:14][CH2:15][CH:16]([CH:21]3[CH2:22][CH2:23][C:24]4([O:25][CH2:28][CH2:27][O:26]4)[CH2:29][CH2:30]3)[CH2:17][CH:18]2[CH2:19][CH2:20]1.[CH3:1][c:2]1[cH:3][cH:4][cH:5][cH:6][cH:7]1.[CH:31]([OH:32])=[O:33]>>[CH2:8]([CH2:9][CH3:10])[CH:11]1[CH2:12][CH:13]2[CH2:14][CH2:15][CH:16]([CH:21]3[CH2:22][CH2:23][C:24](=[O:25])[CH2:29][CH2:30]3)[CH2:17][CH:18]2[CH2:19][CH2:20]1. Starting materials: C1(=CC=CC=C1)N1N=C2C(=CNC=3C=CC(=NC23)N2CCNCC2)C1=O (2-Phenyl-8-(piperazin-1-yl)-2,5-dihydro-pyrazolo[4,3-c][1,5]naphthyridin-3-one), OC1CCNCC1 (4-hydroxypiperidine). The product is OC1CCN(CC1)C1=NC=2C=3C(=CNC2C=C1)C(N(N3)C3=CC=CC=C3)=O (8-(4-Hydroxy-piperidin-1-yl)-2-phenyl-2,5-dihydro-pyrazolo[4,3-c][1,5]naphthyridin-3-one). RXN SMILES: [C:1]1([N:7]2[C:25](=[O:26])[C:10]3=[CH:11][NH:12][C:13]4[CH:14]=[CH:15][C:16]([N:19]5[CH2:24][CH2:23]N[CH2:21][CH2:20]5)=[N:17][C:18]=4[C:9]3=[N:8]2)[CH:6]=[CH:5][CH:4]=[CH:3][CH:2]=1.[OH:27][CH:28]1CCNCC1>>[OH:27][CH:28]1[CH2:21][CH2:20][N:19]([C:16]2[CH:15]=[CH:14][C:13]3[NH:12][CH:11]=[C:10]4[C:25](=[O:26])[N:7]([C:1]5[CH:6]=[CH:5][CH:4]=[CH:3][CH:2]=5)[N:8]=[C:9]4[C:18]=3[N:17]=2)[CH2:24][CH2:23]1. Procedure details: The title compound was prepared following the procedure described for 6a using 4-hydroxypiperidine instead of piperazine. 1H-NMR (DMSO-d6) δ (ppm): 1.39 (2H, brm), 1.83 (2H, brm), 3.15 (1H, d, J=5.22 Hz), 3.71 (1H, m), 4.19 (2H, m), 4.74 (1H, d, J=4.40 Hz), 7.16 (1H, tt, J=7.40, 1.10 Hz), 7.21 (1H, d, J=9.34 Hz), 7.42 (2H, m), 7.78 (1H, d, J=9.34 Hz), 8.21 (2H, ddd, J=7.69, 1.92, 1.10 Hz), 8.52 (1H, s). m/z 362.4 (MH+).